From a dataset of the Open Reaction Database (ORD), a public repository of structured organic reaction records. describe an organic reaction: reactants, conditions, products, and yield Reactants: C([C@H](C([C@@H](CO)O)O)O)O (D-arabitol), O=C([C@H](O)[C@@H](O)[C@H](O)[C@H](O)CO)O (gluconic acid), C(CC(O)(C(=O)O)CC(=O)O)(=O)O (citric acid), C([O-])([O-])=O.[Ca+2] (calcium carbonate). Solvent: P(=O)([O-])([O-])[O-] (phosphate), solution, C(CC)O (propanol), C(C)O (ethanol), CO (methanol), C(C)(=O)O (acetic acid), C(=O)O (formic acid). Run at time 6 hour. The product is C([C@H](O)[C@@H](O)[C@H](O)CO)O (xylitol). Reaction SMILES: [CH2:1]([OH:10])[C@@H:2]([OH:9])[CH:3]([OH:8])[C@H:4]([OH:7])[CH2:5][OH:6].C(=O)([O-])[O-].[Ca+2].O=C(O)[C@@H]([C@H]([C@@H]([C@@H](CO)O)O)O)O.C(O)(=O)CC(CC(O)=O)(C(O)=O)O>P([O-])([O-])([O-])=O.C(O)CC.C(O)C.CO.C(O)(=O)C.C(O)=O>[CH2:5]([OH:6])[C@@H:4]([C@H:3]([C@@H:2]([CH2:1][OH:10])[OH:9])[OH:8])[OH:7] |f:1.2|. Reported procedure: D-arabitol was dissolved in 0.1M phosphate buffer solution(pH 6.0) to a final concentration of 5% (w/v), and 5 ml each of the solution was dispensed in a test tube. To this reaction mixture were added the bacterial cells prepared in the same manner as in Example 6 in a wet weight of about 10% (w/v) and 2% (w/v) of calcium carbonate, and a reaction with shaking was run at 30° C. After 6 hours and 10 hours from the initiation of the reaction, 5% (w/v) formic acid, acetic acid, gluconic acid, or ci... Starting materials: ice water, aqueous solution, [OH-].[Na+] (sodium hydroxide), resultant mixture, C(#N)C=1C=NN2C1N=C(C1=C2N(CC1)C1CCCC1)C(=O)OCC (ethyl 3-cyano-8-cyclopentyl-6,7-dihydro-8H-pyrrolo[3,2-e]pyrazolo[1,5-a]pyrimidine-5-carboxylate), Cl (hydrochloric acid). Run in C(C)O (ethanol), O1CCCC1 (tetrahydrofuran), O1CCCC1 (tetrahydrofuran), C(C)O (ethanol). Conditions: time 1 hour. Yields the product C(#N)C=1C=NN2C1N=C(C1=C2N(CC1)C1CCCC1)C(=O)O (3-cyano-8-cyclopentyl-6,7-dihydro-8H-pyrrolo[3,2-e]pyrazolo[1,5-a]pyrimidine-5-carboxylic acid). The yield is 99.5%. As a reaction SMILES: [C:1]([C:3]1[CH:4]=[N:5][N:6]2[C:11]3[N:12]([CH:15]4[CH2:19][CH2:18][CH2:17][CH2:16]4)[CH2:13][CH2:14][C:10]=3[C:9]([C:20]([O:22]CC)=[O:21])=[N:8][C:7]=12)#[N:2].[OH-].[Na+].Cl>C(O)C.O1CCCC1>[C:1]([C:3]1[CH:4]=[N:5][N:6]2[C:11]3[N:12]([CH:15]4[CH2:19][CH2:18][CH2:17][CH2:16]4)[CH2:13][CH2:14][C:10]=3[C:9]([C:20]([OH:22])=[O:21])=[N:8][C:7]=12)#[N:2] |f:1.2|. Procedure details: To 10.00 g (30.73 mmol) of ethyl 3-cyano-8-cyclopentyl-6,7-dihydro-8H-pyrrolo[3,2-e]pyrazolo[1,5-a]pyrimidine-5-carboxylate were added 200 ml of tetrahydrofuran and. 200 ml of ethanol. While stirring under cooling with ice water, 54 ml of a 1N aqueous solution of sodium hydroxide were added to the mixture, and stirring was continued for 1 hour at the same temperature. Furthermore, 500 ml of a 1:1 mixed solvent of tetrahydrofuran and ethanol were added, and the resultant mixture was stirred at th... The reactants are CC1(C)C(=O)N(Br)C(=O)N1Br, CC(C)(C)OC(=O)N1CCOC(c2ccc3c(N)ncnn23)C1, CN(C)C=O. The product is CC(C)(C)OC(=O)N1CCOC(c2cc(Br)c3c(N)ncnn23)C1. Reaction SMILES: [Br:24][N:25]1[C:26]([CH3:27])([CH3:28])[C:29](=[O:30])[N:31]([Br:32])[C:33]1=[O:34].[NH2:1][c:2]1[n:3][cH:4][n:5][n:6]2[c:7]1[cH:8][cH:9][c:10]2[CH:11]1[O:12][CH2:13][CH2:14][N:15]([C:17](=[O:18])[O:19][C:20]([CH3:21])([CH3:22])[CH3:23])[CH2:16]1.[O:35]=[CH:36][N:37]([CH3:38])[CH3:39]>>[NH2:1][c:2]1[n:3][cH:4][n:5][n:6]2[c:7]1[c:8]([Br:24])[cH:9][c:10]2[CH:11]1[O:12][CH2:13][CH2:14][N:15]([C:17](=[O:18])[O:19][C:20]([CH3:21])([CH3:22])[CH3:23])[CH2:16]1. The reactants are O=C1N2CCC3=C(C2=C(C2=C1C=CC=C2)CCC(=O)OC)C=CC=C3 (methyl 8-oxo-5,8-dihydro-6H-dibenzo[a,g]quinolizine-13-propanoate), [OH-].[Na+] (sodium hydroxide). Run in C(C)O (ethanol). The product is O=C1N2CCC3=C(C2=C(C2=C1C=CC=C2)CCC(=O)O)C=CC=C3 (8-Oxo-5,8-dihydro-6H-dibenzo[a,g]quinolizine-13-propanoic acid). Reaction SMILES: [O:1]=[C:2]1[C:11]2[CH:12]=[CH:13][CH:14]=[CH:15][C:10]=2[C:9]([CH2:16][CH2:17][C:18]([O:20]C)=[O:19])=[C:8]2[N:3]1[CH2:4][CH2:5][C:6]1[CH:25]=[CH:24][CH:23]=[CH:22][C:7]=12.[OH-].[Na+]>C(O)C>[O:1]=[C:2]1[C:11]2[CH:12]=[CH:13][CH:14]=[CH:15][C:10]=2[C:9]([CH2:16][CH2:17][C:18]([OH:20])=[O:19])=[C:8]2[N:3]1[CH2:4][CH2:5][C:6]1[CH:25]=[CH:24][CH:23]=[CH:22][C:7]=12 |f:1.2|. Procedure: 2.45 g (7.35 mmol) of methyl 8-oxo-5,8-dihydro-6H-dibenzo[a,g]quinolizine-13-propanoate dissolved in 40 ml of ethanol are introduced into a 100 ml round-bottomed flask, 2 ml of aqueous 30% sodium hydroxide are added and the mixture is heated at reflux for 3 h. Reactants: C(C)(C)(C)OC(=O)N1[C@@H](CN(C(CC1)=O)CCCOCC1=CC=CC=C1)C ((R)-4-(3-benzyloxy-propyl)-2-methyl-5-oxo-[1,4]diazepane-1-carboxylic acid tert-butyl ester). Reagents/catalysts: [Pd] (Pd/C). The solvent is CO (methanol). The product is C(C)(C)(C)OC(=O)N1[C@@H](CN(C(CC1)=O)CCCO)C ((R)-4-(3-Hydroxy-propyl)-2-methyl-5-oxo-[1,4]diazepane-1-carboxylic acid tert-butyl ester). Isolated yield 97.9%. RXN SMILES: [C:1]([O:5][C:6]([N:8]1[CH2:14][CH2:13][C:12](=[O:15])[N:11]([CH2:16][CH2:17][CH2:18][O:19]CC2C=CC=CC=2)[CH2:10][C@H:9]1[CH3:27])=[O:7])([CH3:4])([CH3:3])[CH3:2]>CO.[Pd]>[C:1]([O:5][C:6]([N:8]1[CH2:14][CH2:13][C:12](=[O:15])[N:11]([CH2:16][CH2:17][CH2:18][OH:19])[CH2:10][C@H:9]1[CH3:27])=[O:7])([CH3:4])([CH3:3])[CH3:2]. Reported procedure: A solution of 0.650 g (1.73 mmol) of (R)-4-(3-benzyloxy-propyl)-2-methyl-5-oxo-[1,4]diazepane-1-carboxylic acid tert-butyl ester (example 1A) in 30 ml methanol was treated with 0.065 g of Pd/C (10%) and was stirred over H2-atmosphere over night. After filtration, the solution was evaporated, reevaporated (3 times) with toluene and the solvent was removed under vacuum to give 0.485 g (98%) of the title compound as colorless oil. MS: 287.1 (MH+).